The task is: describe an organic reaction: reactants, conditions, products, and yield. This data is from the Open Reaction Database (ORD), a public repository of structured organic reaction records. The reactants are CNC(=O)C1=NC=C(C=C1)CCC(=O)O (3-(2-methylcarbamoyl-pyridine-5-yl)-propionic acid), C33H36Cl2N8O5, NCC(=O)N(C)C1=C(C(=C(C=C1)Cl)COC1=CC=CC=2N(C(=NC21)OC)CC2=NC=CC=C2)Cl (2-amino-N-(2,4-dichloro-3-(((2-methoxy-1-(pyridin-2-ylmethyl)-1H-benzo[d]imidazol-4-yl)oxy)methyl)phenyl)-N-methylacetamide), ClC1=C(C=CC(=C1COC1=CC=CC=2N(C(=NC21)OC)CC2=NC=CC=C2)Cl)N(C(CNC(CCC2=CC=C(C(=O)NCCOC)C=C2)=O)=O)C (4-(3-((2-((2,4-dichloro-3-(((2-methoxy-1-(pyridin-2-ylmethyl)-1H-benzo[d]imidazol-4-yl)oxy)methyl)phenyl)(methyl)amino)-2-oxoethyl)amino)-3-oxopropyl)-N-(2-methoxyethyl)benzamide). Product: ClC1=C(C=CC(=C1COC1=CC=CC=2N(C(=NC21)OC)CC2=NC=CC=C2)Cl)N(C(CNC(CCC2CN=C(NC2)C(=O)NC)=O)=O)C (5-(3-((2-((2,4-dichloro-3-(((2-methoxy-1-(pyridin-2-ylmethyl)-1H-benzo[d]imidazol-4-yl)oxy)methyl)phenyl)(methyl)amino)-2-oxoethyl)amino)-3-oxopropyl)-N-methyl-1,4,5,6-tetrahydropyrimidine-2-carboxamide). RXN SMILES: [CH3:1][NH:2][C:3]([C:5]1C=[CH:9][C:8]([CH2:11][CH2:12][C:13]([OH:15])=O)=[CH:7][N:6]=1)=[O:4].[NH2:16][CH2:17][C:18]([N:20]([C:22]1[CH:27]=[CH:26][C:25]([Cl:28])=[C:24]([CH2:29][O:30][C:31]2[C:39]3[N:38]=[C:37]([O:40][CH3:41])[N:36]([CH2:42][C:43]4[CH:48]=[CH:47][CH:46]=[CH:45][N:44]=4)[C:35]=3[CH:34]=[CH:33][CH:32]=2)[C:23]=1[Cl:49])[CH3:21])=[O:19].ClC1C(COC2C3N=C(OC)[N:64](CC4C=CC=CN=4)C=3C=CC=2)=C(Cl)C=CC=1N(C)C(=O)CNC(=O)CCC1C=CC(C(NCCOC)=O)=CC=1>>[Cl:49][C:23]1[C:24]([CH2:29][O:30][C:31]2[C:39]3[N:38]=[C:37]([O:40][CH3:41])[N:36]([CH2:42][C:43]4[CH:48]=[CH:47][CH:46]=[CH:45][N:44]=4)[C:35]=3[CH:34]=[CH:33][CH:32]=2)=[C:25]([Cl:28])[CH:26]=[CH:27][C:22]=1[N:20]([CH3:21])[C:18](=[O:19])[CH2:17][NH:16][C:13](=[O:15])[CH2:12][CH2:11][CH:8]1[CH2:7][NH:6][C:5]([C:3]([NH:2][CH3:1])=[O:4])=[N:64][CH2:9]1. Reported procedure: 3-(2-methylcarbamoyl-pyridine-5-yl)-propionic acid and 2-amino-N-(2,4-dichloro-3-(((2-methoxy-1-(pyridin-2-ylmethyl)-1H-benzo[d]imidazol-4-yl)oxy)methyl)phenyl)-N-methylacetamide were coupled as described for compound 1. MS (APCI) 695 (M+), 1HNMR (400 MHz, MeOD) δ 1.57-1.69 (m, 3H), 2.31 (m, 2H), 2.78 (s, 3H), 2.98 (m, 2H), 3.19 (s, 3H), 3.34-3.824 (m, 4H), 4.30 (s, 3H), 5.30 (s, 2H), 5.55 (m, 2H), 6.83 (m, 2H), 7.05 (m, 2H), 7.30 (m, 1H), 7.57 (m, 2H), 7.63 (m, 1H), 8.49 (d, 1H). C33H36Cl2N8O5+... The reactants are CC(=O)[O-], CCCOC(=O)CCCCCCC1C(Cl)CC(OC2CCCCO2)C1CO, ClCCl, [Na+], O=[Cr](=O)([O-])Cl, c1cc[nH+]cc1. Yields the product CCCOC(=O)CCCCCCC1C(Cl)CC(OC2CCCCO2)C1C=O. RXN SMILES: [CH3:40][C:41](=[O:42])[O-:43].[Cl:1][CH:2]1[CH2:3][CH:4]([O:21][CH:22]2[O:23][CH2:24][CH2:25][CH2:26][CH2:27]2)[CH:5]([CH2:19][OH:20])[CH:6]1[CH2:7][CH2:8][CH2:9][CH2:10][CH2:11][CH2:12][C:13](=[O:14])[O:15][CH2:16][CH2:17][CH3:18].[Cl:44][CH2:45][Cl:46].[Na+:39].[O:28]=[Cr:29]([Cl:30])([O-:31])=[O:32].[nH+:33]1[cH:34][cH:35][cH:36][cH:37][cH:38]1>>[Cl:1][CH:2]1[CH2:3][CH:4]([O:21][CH:22]2[O:23][CH2:24][CH2:25][CH2:26][CH2:27]2)[CH:5]([CH:19]=[O:20])[CH:6]1[CH2:7][CH2:8][CH2:9][CH2:10][CH2:11][CH2:12][C:13](=[O:14])[O:15][CH2:16][CH2:17][CH3:18]. Reactants: COC(=O)c1ccccc1N, O=C([O-])[O-], [K+], [K+], C1COCCO1, BrCCCc1ccccc1. Yields the product COC(=O)c1ccccc1NCCCc1ccccc1. As a reaction SMILES: [C:11]([c:12]1[c:13]([NH2:14])[cH:15][cH:16][cH:17][cH:18]1)(=[O:19])[O:20][CH3:21].[C:22](=[O:23])([O-:24])[O-:25].[K+:26].[K+:27].[O:28]1[CH2:29][CH2:30][O:31][CH2:32][CH2:33]1.[c:1]1([CH2:7][CH2:8][CH2:9][Br:10])[cH:2][cH:3][cH:4][cH:5][cH:6]1>>[c:1]1([CH2:7][CH2:8][CH2:9][NH:14][c:13]2[c:12]([C:11](=[O:19])[O:20][CH3:21])[cH:18][cH:17][cH:16][cH:15]2)[cH:2][cH:3][cH:4][cH:5][cH:6]1. Reactants: C(C)(=O)OCC (ethyl acetate), OC(CC[C@H]1[C@H](CN(CC1)CC#C)C(=O)OC)C1=CC=NC2=CC=C(C=C12)OC (methyl (3R,4R)-4-[3-(R,S)-hydroxy-3-(6-methoxyquinolin-4-yl)propyl]-1-(prop-2-ynyl)piperidine-3-carboxylate), cuprous iodide, BrC1=C(C(=CC(=C1)F)F)F (1-bromo-2,3,5-trifluorobenzene), O (water). Reagents/catalysts: C=1C=CC(=CC1)[P](C=2C=CC=CC2)(C=3C=CC=CC3)[Pd]([P](C=4C=CC=CC4)(C=5C=CC=CC5)C=6C=CC=CC6)([P](C=7C=CC=CC7)(C=8C=CC=CC8)C=9C=CC=CC9)[P](C=1C=CC=CC1)(C=1C=CC=CC1)C=1C=CC=CC1 (tetrakis(triphenylphosphine)palladium). Solvent: C(C)N(CC)CC (triethylamine). Reaction conditions: temperature 20 celsius, time 5 minute. Yields the product OC(CC[C@H]1[C@H](CN(CC1)CC#CC1=C(C(=CC(=C1)F)F)F)C(=O)OC)C1=CC=NC2=CC=C(C=C12)OC (methyl (3R,4R)-4-[3-(R,S)-hydroxy-3-(6-methoxyquinolin-4-yl)propyl]-1-[3-(2,3,5-trifluorophenyl)prop-2-ynyl]piperidine-3-carboxylate). Isolated yield 50.2%. As a reaction SMILES: [OH:1][CH:2]([C:18]1[C:27]2[C:22](=[CH:23][CH:24]=[C:25]([O:28][CH3:29])[CH:26]=2)[N:21]=[CH:20][CH:19]=1)[CH2:3][CH2:4][C@@H:5]1[CH2:10][CH2:9][N:8]([CH2:11][C:12]#[CH:13])[CH2:7][C@@H:6]1[C:14]([O:16][CH3:17])=[O:15].Br[C:31]1[CH:36]=[C:35]([F:37])[CH:34]=[C:33]([F:38])[C:32]=1[F:39].C(OCC)(=O)C.O>C(N(CC)CC)C.C1C=CC([P]([Pd]([P](C2C=CC=CC=2)(C2C=CC=CC=2)C2C=CC=CC=2)([P](C2C=CC=CC=2)(C2C=CC=CC=2)C2C=CC=CC=2)[P](C2C=CC=CC=2)(C2C=CC=CC=2)C2C=CC=CC=2)(C2C=CC=CC=2)C2C=CC=CC=2)=CC=1>[OH:1][CH:2]([C:18]1[C:27]2[C:22](=[CH:23][CH:24]=[C:25]([O:28][CH3:29])[CH:26]=2)[N:21]=[CH:20][CH:19]=1)[CH2:3][CH2:4][C@@H:5]1[CH2:10][CH2:9][N:8]([CH2:11][C:12]#[C:13][C:31]2[CH:36]=[C:35]([F:37])[CH:34]=[C:33]([F:38])[C:32]=2[F:39])[CH2:7][C@@H:6]1[C:14]([O:16][CH3:17])=[O:15] |^1:57,59,78,97|. Reported procedure: A mixture of 1.95 g of methyl (3R,4R)-4-[3-(R,S)-hydroxy-3-(6-methoxyquinolin-4-yl)propyl]-1-(prop-2-ynyl)piperidine-3-carboxylate in 20 cm3 of triethylamine was stirred for 5 minutes under an inert atmosphere at a temperature in the region of 20° C. 0.284 g of tetrakis(triphenylphosphine)palladium, 0.094 9 of cuprous iodide, and 1.56 g of 1-bromo-2,3,5-trifluorobenzene were added. The mixture was stirred for 2 hours 30 minutes at a temperature in the region of 80° C. After cooling to approximat...